This data is from the Open Reaction Database (ORD), a public repository of structured organic reaction records. The task is: describe an organic reaction: reactants, conditions, products, and yield The reactants are ClCCCBr, CC(C)=O, [Na+], [OH-], OC1(c2ccccc2)CCNCC1. Yields the product OC1(c2ccccc2)CCN(CCCCl)CC1. RXN SMILES: [Br:14][CH2:15][CH2:16][CH2:17][Cl:18].[CH3:21][C:22](=[O:23])[CH3:24].[Na+:20].[OH-:19].[OH:1][C:2]1([c:8]2[cH:9][cH:10][cH:11][cH:12][cH:13]2)[CH2:3][CH2:4][NH:5][CH2:6][CH2:7]1>>[OH:1][C:2]1([c:8]2[cH:9][cH:10][cH:11][cH:12][cH:13]2)[CH2:3][CH2:4][N:5]([CH2:15][CH2:16][CH2:17][Cl:18])[CH2:6][CH2:7]1. Reactants: CC(C(=O)NC1=CC(=CC=C1)C1CCN(CC1)CCCCC(C1=CC=C(C=C1)C(F)(F)F)=O)C (2-methyl-N-[3-(1-{5-oxo-5-[4-(trifluoromethyl)phenyl]pentyl}-4-piperidinyl)phenyl]propanamide), Cl.C1(=CC=CC=C1)N(N)C1=CC=CC=C1 (1,1-diphenylhydrazine hydrochloride). Yields the product CC(C(=O)NC1=CC(=CC=C1)C1CCN(CC1)CCCC1=C(N(C2=CC=CC=C12)C1=CC=CC=C1)C1=CC=C(C=C1)C(F)(F)F)C (2-METHYL-N-{3-[1-(3-{1-PHENYL-2-[4-(TRIFLUOROMETHYL)PHENYL]-1H-INDOL-3-YL}PROPYL)-4-PIPERIDINYL]PHENYL}PROPANAMIDE). Reaction SMILES: [CH3:1][CH:2]([CH3:34])[C:3]([NH:5][C:6]1[CH:11]=[CH:10][CH:9]=[C:8]([CH:12]2[CH2:17][CH2:16][N:15]([CH2:18][CH2:19][CH2:20][CH2:21][C:22](=O)[C:23]3[CH:28]=[CH:27][C:26]([C:29]([F:32])([F:31])[F:30])=[CH:25][CH:24]=3)[CH2:14][CH2:13]2)[CH:7]=1)=[O:4].Cl.[C:36]1([N:42]([C:44]2[CH:49]=[CH:48][CH:47]=[CH:46][CH:45]=2)N)[CH:41]=[CH:40][CH:39]=[CH:38][CH:37]=1>>[CH3:1][CH:2]([CH3:34])[C:3]([NH:5][C:6]1[CH:11]=[CH:10][CH:9]=[C:8]([CH:12]2[CH2:17][CH2:16][N:15]([CH2:18][CH2:19][CH2:20][C:21]3[C:37]4[C:36](=[CH:41][CH:40]=[CH:39][CH:38]=4)[N:42]([C:44]4[CH:49]=[CH:48][CH:47]=[CH:46][CH:45]=4)[C:22]=3[C:23]3[CH:24]=[CH:25][C:26]([C:29]([F:30])([F:32])[F:31])=[CH:27][CH:28]=3)[CH2:14][CH2:13]2)[CH:7]=1)=[O:4] |f:1.2|. Procedure: Prepared by Procedure E and Scheme M using 2-methyl-N-[3-(1-{5-oxo-5-[4-(trifluoromethyl)phenyl]pentyl}-4-piperidinyl)phenyl]propanamide and 1,1-diphenylhydrazine hydrochloride: ESMS m/e: 624.2 (M+H)+. The reactants are C(C)OC(=O)C1=C(N=C(S1)C1=NC(=CN=C1)N(C)CCOC1=CC=C(C=C1)F)C (2-(6-{[2-(4-fluoro-phenoxy)-ethyl]-methyl-amino}-pyrazin-2-yl)-4-methyl-thiazole-5-carboxylic acid ethyl ester), [OH-].[Na+] (NaOH). The solvent is O1CCCC1 (tetrahydrofuran). The product is FC1=CC=C(OCCN(C2=CN=CC(=N2)C=2SC(=C(N2)C)C(=O)O)C)C=C1 (2-(6-{[2-(4-fluoro-phenoxy)-ethyl]-methyl-amino}-pyrazin-2-yl)-4-methyl-thiazole-5-carboxylic acid). The yield is 92.0%. RXN SMILES: C([O:3][C:4]([C:6]1[S:10][C:9]([C:11]2[CH:16]=[N:15][CH:14]=[C:13]([N:17]([CH2:19][CH2:20][O:21][C:22]3[CH:27]=[CH:26][C:25]([F:28])=[CH:24][CH:23]=3)[CH3:18])[N:12]=2)=[N:8][C:7]=1[CH3:29])=[O:5])C.[OH-].[Na+]>O1CCCC1>[F:28][C:25]1[CH:24]=[CH:23][C:22]([O:21][CH2:20][CH2:19][N:17]([CH3:18])[C:13]2[N:12]=[C:11]([C:9]3[S:10][C:6]([C:4]([OH:5])=[O:3])=[C:7]([CH3:29])[N:8]=3)[CH:16]=[N:15][CH:14]=2)=[CH:27][CH:26]=1 |f:1.2|. Reported procedure: Part C. To a solution of 2-(6-{[2-(4-fluoro-phenoxy)-ethyl]-methyl-amino}-pyrazin-2-yl)-4-methyl-thiazole-5-carboxylic acid ethyl ester (220 mg, 0.53 mmol) in tetrahydrofuran (8 mL) was added 1N NaOH (8 mL). The resulting reaction mixture was heated to reflux for 14 hr. The solvent was removed in vacuo, and the residue was neutralized to pH 4-5 with 10% HCl. The resulting precipitate was filtered and dried to afford 2-(6-{[2-(4-fluoro-phenoxy)-ethyl]-methyl-amino}-pyrazin-2-yl)-4-methyl-thiazole... Reaction conditions: temperature 70 celsius, time 1.5 hour. Yields the product O1C(C(NC2=C1C=CC=C2)=O)=O (4H-1,4-Benzoxazin-2,3-dione). Solvent: ClC1=C(C=CC=C1)Cl (ortho-dichlorobenzene), ClC1=C(C=CC=C1)Cl (ortho-dichlorobenzene). Procedure: Ortho-aminophenol (21.8 g) in 200 ml of ortho-dichlorobenzene was added as a slurry to 18.3 ml oxalyl dichloride (1.05 mol eq) in 150 ml ortho-dichlorobenzene at about 100° C. with stirring. After the addition (about 30 min.), the reaction mixture was heated to about 70° C. and then kept at this temperature for approximately 1.5 hours. The reaction mixture was then cooled, filtered and the solid product, 4H-1,4-benzoxazin-2,3-dione was washed with ether to give 27 g., m.p. 265°-268° C. As a reaction SMILES: [NH2:1][C:2]1[CH:7]=[CH:6][CH:5]=[CH:4][C:3]=1[OH:8].[C:9](Cl)(=[O:13])[C:10](Cl)=[O:11]>ClC1C=CC=CC=1Cl>[O:8]1[C:3]2[CH:4]=[CH:5][CH:6]=[CH:7][C:2]=2[NH:1][C:10](=[O:11])[C:9]1=[O:13]. Starting materials: NC1=C(C=CC=C1)O (Ortho-aminophenol), C(C(=O)Cl)(=O)Cl (oxalyl dichloride).